describe an organic reaction: reactants, conditions, products, and yield From a dataset of the Open Reaction Database (ORD), a public repository of structured organic reaction records. Reactants: ClC=1C=C(C=CC1SC)CC(=O)O (2-(3-chloro-4-(methylthio)phenyl)acetic acid), C(C)(=O)OCC.CCCCCC (ethyl acetate hexane), C[Si](C)(C)[N-][Si](C)(C)C.[Li+] (Lithium bis(trimethylsilyl)amide), CI (methyl iodide). Solvent: C1CCOC1 (THF). Conditions: temperature -78 celsius, time 2 hour. The product is ClC=1C=C(C=CC1SC)C(C(=O)O)C (2-(3-chloro-4-(methylthio)phenyl)propanoic acid). The yield is 53.0%. As a reaction SMILES: [Cl:1][C:2]1[CH:3]=[C:4]([CH2:10][C:11]([OH:13])=[O:12])[CH:5]=[CH:6][C:7]=1[S:8][CH3:9].[CH3:14][Si]([N-][Si](C)(C)C)(C)C.[Li+].CI.C(OCC)(=O)C.CCCCCC>C1COCC1>[Cl:1][C:2]1[CH:3]=[C:4]([CH:10]([CH3:14])[C:11]([OH:13])=[O:12])[CH:5]=[CH:6][C:7]=1[S:8][CH3:9] |f:1.2,4.5|. Procedure: 2-(3-chloro-4-(methylthio)phenyl)acetic acid (2 g, 0.009 mol) was taken in THF (20 mL, 10 times) and cooled to −78° C. Lithium bis(trimethylsilyl)amide (27.77 mL, 3 eq) was added drop wise at −78° C. and allowed to stir for 2 h at the same temperature. Then methyl iodide (1.31 g, 1 eq) was added drop wise at −78° C. and the overall reaction mass was allowed to stir for 3 h at the same temperature. Progress of the reaction was monitored by TLC (50% ethyl acetate/hexane, Rf˜0.2). As the reaction w... Procedure details: Prepared analogously to Example 1 from tert.butyl 4'-[(2-cyclobutyl-4-methyl-6-(1-methylbenzimidazol-2-yl)-benzimidazol-1-yl)-methyl]-biphenyl-2-carboxylate and trifluoroacetic acid in methylene chloride. The solvent is C(Cl)Cl (methylene chloride). As a reaction SMILES: [CH:1]1([C:5]2[N:9]([CH2:10][C:11]3[CH:16]=[CH:15][C:14]([C:17]4[C:18]([C:23]([O:25]C(C)(C)C)=[O:24])=[CH:19][CH:20]=[CH:21][CH:22]=4)=[CH:13][CH:12]=3)[C:8]3[CH:30]=[C:31]([C:35]4[N:39]([CH3:40])[C:38]5[CH:41]=[CH:42][CH:43]=[CH:44][C:37]=5[N:36]=4)[CH:32]=[C:33]([CH3:34])[C:7]=3[N:6]=2)[CH2:4][CH2:3][CH2:2]1.FC(F)(F)C(O)=O>C(Cl)Cl>[CH:1]1([C:5]2[N:9]([CH2:10][C:11]3[CH:12]=[CH:13][C:14]([C:17]4[C:18]([C:23]([OH:25])=[O:24])=[CH:19][CH:20]=[CH:21][CH:22]=4)=[CH:15][CH:16]=3)[C:8]3[CH:30]=[C:31]([C:35]4[N:39]([CH3:40])[C:38]5[CH:41]=[CH:42][CH:43]=[CH:44][C:37]=5[N:36]=4)[CH:32]=[C:33]([CH3:34])[C:7]=3[N:6]=2)[CH2:4][CH2:3][CH2:2]1. Reactants: C1(CCC1)C1=NC2=C(N1CC1=CC=C(C=C1)C=1C(=CC=CC1)C(=O)OC(C)(C)C)C=C(C=C2C)C2=NC1=C(N2C)C=CC=C1 (tert.butyl 4'-[(2-cyclobutyl-4-methyl-6-(1-methylbenzimidazol-2-yl)-benzimidazol-1-yl)-methyl]-biphenyl-2-carboxylate), FC(C(=O)O)(F)F (trifluoroacetic acid). The product is C1(CCC1)C1=NC2=C(N1CC1=CC=C(C=C1)C=1C(=CC=CC1)C(=O)O)C=C(C=C2C)C2=NC1=C(N2C)C=CC=C1 (4'-[(2-Cyclobutyl-4-methyl-6-(1-methylbenzimidazol-2-yl)-benzimidazol-1-yl)-methyl]-biphenyl-2-carboxylic acid). The reactants are NC1=CC=C(C=C1)C1SCC(NC1)=O (6-(4-aminophenyl)-thiomorpholin-3-one), [H-].[Al+3].[Li+].[H-].[H-].[H-] (lithium aluminium hydride), [O-]S(=O)(=O)[O-].[Na+].[Na+] (Na2SO4). Run in O1CCCC1 (tetrahydrofuran). Conditions: temperature 60 celsius, time 2 hour. Product: NC1=CC=C(C=C1)C1SCCNC1 (6-(4-aminophenyl)-thiomorpholine), oil. Isolated yield 100.8%. As a reaction SMILES: [NH2:1][C:2]1[CH:7]=[CH:6][C:5]([CH:8]2[CH2:13][NH:12][C:11](=O)[CH2:10][S:9]2)=[CH:4][CH:3]=1.[H-].[Al+3].[Li+].[H-].[H-].[H-].[O-]S([O-])(=O)=O.[Na+].[Na+]>O1CCCC1>[NH2:1][C:2]1[CH:3]=[CH:4][C:5]([CH:8]2[CH2:13][NH:12][CH2:11][CH2:10][S:9]2)=[CH:6][CH:7]=1 |f:1.2.3.4.5.6,7.8.9|. Procedure: To the solution of 6-(4-aminophenyl)-thiomorpholin-3-one (0.26 g, 1.25 mmol) in anhydrous tetrahydrofuran (6.7 mL) was added lithium aluminium hydride (0.16 g, 4.27 mmol) in several portions and the mixture was stirred at 60° C. for 2 h. Na2SO4×10H2O (2.00 g) was added in small portions until the complex was decomposed. The suspension was filtered, the solids were washed with tetrahydrofuran (2×3 mL) and the combined filtrates were evaporated. The title compound was obtained as a viscous oil (0.... Starting materials: BrC1=CC=2N(C3=CC(=CC=C3C2C=C1)C1=C(C=C(C=C1)OC)C1=CC=CC=C1)C1=CC=CC=C1 (2-bromo-7-(5-methoxybiphenyl-2-yl)-9-phenyl-9H-carbazole), C1(=C(C=CC=C1)B(O)O)C1=CC=CC=C1 (biphenyl-2-ylboronic acid), C(=O)([O-])[O-].[Na+].[Na+] (Na2CO3), CCO (EtOH). Reagents/catalysts: C=1C=CC(=CC1)[P](C=2C=CC=CC2)(C=3C=CC=CC3)[Pd]([P](C=4C=CC=CC4)(C=5C=CC=CC5)C=6C=CC=CC6)([P](C=7C=CC=CC7)(C=8C=CC=CC8)C=9C=CC=CC9)[P](C=1C=CC=CC1)(C=1C=CC=CC1)C=1C=CC=CC1 (tetrakis(triphenylphosphine)palladium). Solvent: C1(=CC=CC=C1)C (toluene). Reaction conditions: temperature 110 celsius. Yields the product C1(=C(C=CC=C1)C1=CC=2N(C3=CC(=CC=C3C2C=C1)C1=C(C=C(C=C1)OC)C1=CC=CC=C1)C1=CC=CC=C1)C1=CC=CC=C1 (2-(biphenyl-2-yl)-7-(5-methoxybiphenyl-2-yl)-9-phenyl-9H-carbazole). Isolated yield 57.6%. Reaction SMILES: Br[C:2]1[CH:14]=[CH:13][C:12]2[C:11]3[C:6](=[CH:7][C:8]([C:15]4[CH:20]=[CH:19][C:18]([O:21][CH3:22])=[CH:17][C:16]=4[C:23]4[CH:28]=[CH:27][CH:26]=[CH:25][CH:24]=4)=[CH:9][CH:10]=3)[N:5]([C:29]3[CH:34]=[CH:33][CH:32]=[CH:31][CH:30]=3)[C:4]=2[CH:3]=1.[C:35]1([C:44]2[CH:49]=[CH:48][CH:47]=[CH:46][CH:45]=2)[CH:40]=[CH:39][CH:38]=[CH:37][C:36]=1B(O)O.C([O-])([O-])=O.[Na+].[Na+].CCO>C1C=CC([P]([Pd]([P](C2C=CC=CC=2)(C2C=CC=CC=2)C2C=CC=CC=2)([P](C2C=CC=CC=2)(C2C=CC=CC=2)C2C=CC=CC=2)[P](C2C=CC=CC=2)(C2C=CC=CC=2)C2C=CC=CC=2)(C2C=CC=CC=2)C2C=CC=CC=2)=CC=1.C1(C)C=CC=CC=1>[C:35]1([C:44]2[CH:49]=[CH:48][CH:47]=[CH:46][CH:45]=2)[CH:40]=[CH:39][CH:38]=[CH:37][C:36]=1[C:2]1[CH:14]=[CH:13][C:12]2[C:11]3[C:6](=[CH:7][C:8]([C:15]4[CH:20]=[CH:19][C:18]([O:21][CH3:22])=[CH:17][C:16]=4[C:23]4[CH:28]=[CH:27][CH:26]=[CH:25][CH:24]=4)=[CH:9][CH:10]=3)[N:5]([C:29]3[CH:34]=[CH:33][CH:32]=[CH:31][CH:30]=3)[C:4]=2[CH:3]=1 |f:2.3.4,^1:62,64,83,102|. Procedure details: A mixture of 3 g (5.9 mmol) of 2-bromo-7-(5-methoxybiphenyl-2-yl)-9-phenyl-9H-carbazole, 1.5 g (7.7 mmol) of biphenyl-2-ylboronic acid, 0.12 g (0.1 mmol) of tetrakis(triphenylphosphine)palladium, 15 ml of 2M Na2CO3, 20 ml of EtOH and 60 ml toluene was degassed and placed under nitrogen, and then heated at 110° C. for 8 h. After finishing the reaction, the mixture was allowed to cool to room temperature. The reaction mixture was extracted with ethyl acetate and water, dried with anhydrous magnesi... Reactants: N12C(CC(CC1)CC2)=O (quinuclidinone), CCOCC (ether), C(C)(C)(C)[Li] (t-Butyllithium), solution, IC1=NC=CN=C1 (2-iodopyrazine), CCOCC (ether). Solvent: CCCCCC (hexane). Run at time 2 hour. Product: N1=C(C=NC=C1)C1(CN2CCC1CC2)O (3-(2-pyrazinyl)-1-azabicyclo[2.2.2]octan-3-ol). Reaction SMILES: C([Li])(C)(C)C.I[C:7]1[CH:12]=[N:11][CH:10]=[CH:9][N:8]=1.[N:13]12[CH2:20][CH2:19][CH:16]([CH2:17][CH2:18]1)[CH2:15][C:14]2=O.CC[O:24]CC>CCCCCC>[N:8]1[CH:9]=[CH:10][N:11]=[CH:12][C:7]=1[C:15]1([OH:24])[CH:16]2[CH2:19][CH2:20][N:13]([CH2:18][CH2:17]2)[CH2:14]1. Procedure: t-Butyllithium (11.43 ml of a 1.4M solution in hexane, 16 mmol) was added dropwise to a rapidly stirred solution of 2-iodopyrazine (Hirschberg et al. J. Org. Chem., (1961), 26, 1907: 1.65 g, 8.0 mmol) in ether (60 ml). at -35° C. After 0.25 h a solution of quinuclidinone (1 g, 8.0 mmol) in ether (20 ml) was added dropwise and the reaction mixture warmed to room temperature and stirred for 2 h. Quenching with water (25 ml) was followed by extracting with dichloromethane (4×75 ml) and drying (Na2S...